From a dataset of the Open Reaction Database (ORD), a public repository of structured organic reaction records. describe an organic reaction: reactants, conditions, products, and yield Reactants: Cl.NO (Hydroxylamine hydrochloride), C(C)(C)(C)[Si](OCC1=CC=C(C=C1)C(C(F)(F)F)=O)(C)C (1-(4-((tert.-butyldimethylsilyloxy)methyl)phenyl)-2,2,2-trifluoroethanone). Run in N1=CC=CC=C1 (pyridine). Yields the product C(C)(C)(C)[Si](OCC1=CC=C(C=C1)C(C(F)(F)F)=NO)(C)C (1-(4-((tert.-Butyldimethylsilyloxy)methyl)phenyl)-2,2,2-Trifluoroethanone Oxime). Yield: 80.2%. RXN SMILES: Cl.[NH2:2][OH:3].[C:4]([Si:8]([CH3:24])([CH3:23])[O:9][CH2:10][C:11]1[CH:16]=[CH:15][C:14]([C:17](=O)[C:18]([F:21])([F:20])[F:19])=[CH:13][CH:12]=1)([CH3:7])([CH3:6])[CH3:5]>N1C=CC=CC=1>[C:4]([Si:8]([CH3:24])([CH3:23])[O:9][CH2:10][C:11]1[CH:16]=[CH:15][C:14]([C:17](=[N:2][OH:3])[C:18]([F:21])([F:20])[F:19])=[CH:13][CH:12]=1)([CH3:7])([CH3:6])[CH3:5] |f:0.1|. Reported procedure: Hydroxylamine hydrochloride (6.55 g, 94.3 mmol) was added to a pyridine (30 mL) solution of 1-(4-((tert.-butyldimethylsilyloxy)methyl)phenyl)-2,2,2-trifluoroethanone (10 g, 31.4 mmol). The solution was stirred a reflux (4 h). The pyridine was evaporated and 150 mL of an aqueous solution of citric acid (10%) and CH2Cl2 (100 mL) were added to the residue and the organic layer was extracted. The aqueous layer was washed 2 times with CH2Cl2 (2×100 mL). Finally, the organic layers were combined and c... The reactants are C=CCN(CC(C)(C)CC=C)S(=O)(=O)c1ccccn1, ClCCl. Product: CC1(C)CC=CCN(S(=O)(=O)c2ccccn2)C1. Reaction SMILES: [CH2:1]([CH:2]=[CH2:3])[N:4]([S:5](=[O:6])(=[O:7])[c:8]1[n:9][cH:10][cH:11][cH:12][cH:13]1)[CH2:14][C:15]([CH2:16][CH:17]=[CH2:18])([CH3:19])[CH3:20].[Cl:21][CH2:22][Cl:23]>>[CH2:1]1[N:4]([S:5](=[O:6])(=[O:7])[c:8]2[n:9][cH:10][cH:11][cH:12][cH:13]2)[CH2:14][C:15]([CH3:19])([CH3:20])[CH2:16][CH:17]=[CH:18]1.